From a dataset of the Open Reaction Database (ORD), a public repository of structured organic reaction records. describe an organic reaction: reactants, conditions, products, and yield Starting materials: NC=1C=C(C#N)C=C(C1Cl)CCCN1CCN(CC1)C (3-amino-4-chloro-5-(3-(4-methylpiperazin-1-yl)propyl)benzonitrile), C(=O)(C(F)(F)F)O (TFA), NC1=CC=CC=C1 (aniline), ClC1=NN2C(C(=N1)N(CC1=CC=C(C=C1)OC)C1CC1)=NC=C2C#N (2-chloro-4-(cyclopropyl(4-methoxybenzyl)amino)imidazo[2,1-f][1,2,4]triazine-7-carbonitrile), CC1(C2=C(C(=CC=C2)P(C3=CC=CC=C3)C4=CC=CC=C4)OC5=C(C=CC=C51)P(C6=CC=CC=C6)C7=CC=CC=C7)C (Xantphos), C([O-])([O-])=O.[Cs+].[Cs+] (cesium carbonate). The reagents and catalysts are C(C)(=O)[O-].[Pd+2].C(C)(=O)[O-] (palladium(II) acetate), C1=CC=C(C=C1)P([C-]2C=CC=C2)C3=CC=CC=C3.C1=CC=C(C=C1)P([C-]2C=CC=C2)C3=CC=CC=C3.[Fe+2] (DPPF). Solvent: CO (MeOH), O1CCOCC1 (dioxane). Run at temperature 100 celsius. Yields the product ClC1=C(C=C(C=C1CCCN1CCN(CC1)C)C#N)NC1=NN2C(C(=N1)N(CC1=CC=C(C=C1)OC)C1CC1)=NC=C2C#N (2-((2-chloro-5-cyano-3-(3-(4-methylpiperazin-1-yl)propyl)phenyl)amino)-4-(cyclopropyl(4-methoxybenzyl)amino)imidazo[2,1-f][1,2,4]triazine-7-carbonitrile). RXN SMILES: [NH2:1][C:2]1[CH:3]=[C:4]([CH:7]=[C:8]([CH2:11][CH2:12][CH2:13][N:14]2[CH2:19][CH2:18][N:17]([CH3:20])[CH2:16][CH2:15]2)[C:9]=1[Cl:10])[C:5]#[N:6].C(O)(C(F)(F)F)=O.NC1C=CC=CC=1.Cl[C:36]1[N:41]=[C:40]([N:42]([CH:52]2[CH2:54][CH2:53]2)[CH2:43][C:44]2[CH:49]=[CH:48][C:47]([O:50][CH3:51])=[CH:46][CH:45]=2)[C:39]2=[N:55][CH:56]=[C:57]([C:58]#[N:59])[N:38]2[N:37]=1.CC1(C)C2C(=C(P(C3C=CC=CC=3)C3C=CC=CC=3)C=CC=2)OC2C(P(C3C=CC=CC=3)C3C=CC=CC=3)=CC=CC1=2.C(=O)([O-])[O-].[Cs+].[Cs+]>CO.C([O-])(=O)C.[Pd+2].C([O-])(=O)C.C1C=CC(P(C2C=CC=CC=2)[C-]2C=CC=C2)=CC=1.C1C=CC(P(C2C=CC=CC=2)[C-]2C=CC=C2)=CC=1.[Fe+2].O1CCOCC1>[Cl:10][C:9]1[C:8]([CH2:11][CH2:12][CH2:13][N:14]2[CH2:19][CH2:18][N:17]([CH3:20])[CH2:16][CH2:15]2)=[CH:7][C:4]([C:5]#[N:6])=[CH:3][C:2]=1[NH:1][C:36]1[N:41]=[C:40]([N:42]([CH:52]2[CH2:54][CH2:53]2)[CH2:43][C:44]2[CH:49]=[CH:48][C:47]([O:50][CH3:51])=[CH:46][CH:45]=2)[C:39]2=[N:55][CH:56]=[C:57]([C:58]#[N:59])[N:38]2[N:37]=1 |f:5.6.7,9.10.11,12.13.14|. Procedure details: 3-amino-4-chloro-5-(3-(4-methylpiperazin-1-yl)propyl)benzonitrile, TFA (104 mg) was converted to the free base by dissolving in MeOH and passing through an SCX column, first rinsing with MeOH, then 2N NH3 in MeOH to release the material. To this aniline (38.8 mg, 0.132 mmol) in a 2 dram vial was added 2-chloro-4-(cyclopropyl(4-methoxybenzyl)amino)imidazo[2,1-f][1,2,4]triazine-7-carbonitrile (47 mg, 0.132 mmol), palladium(II) acetate (8.92 mg, 0.040 mmol), DPPF (7.34 mg, 0.013 mmol), Xantphos (7.... Starting materials: O=C([O-])O, [Li]CCCC, CC1(C)CCC(C)(C)c2cc(N)ccc21, CCCCCI, [Na+], C1CCOC1. Yields the product CCCCCNc1ccc2c(c1)C(C)(C)CCC2(C)C. RXN SMILES: [C:27](=[O:28])([OH:29])[O-:30].[CH2:16]([Li:17])[CH2:18][CH2:19][CH3:20].[CH3:1][C:2]1([CH3:15])[c:3]2[cH:4][cH:5][c:6]([NH2:14])[cH:7][c:8]2[C:9]([CH3:12])([CH3:13])[CH2:10][CH2:11]1.[I:21][CH2:22][CH2:23][CH2:24][CH2:25][CH3:26].[Na+:31].[O:32]1[CH2:33][CH2:34][CH2:35][CH2:36]1>>[CH3:1][C:2]1([CH3:15])[c:3]2[cH:4][cH:5][c:6]([NH:14][CH2:22][CH2:23][CH2:24][CH2:25][CH3:26])[cH:7][c:8]2[C:9]([CH3:12])([CH3:13])[CH2:10][CH2:11]1. Reaction SMILES: [CH3:17][CH2:18][OH:19].[OH:1][N:2]=[CH:3][c:4]1[cH:5][c:6]([C:7](=[O:8])[O:9][CH3:10])[cH:11][c:12]([N+:14]([O-:15])=[O:16])[cH:13]1.[Pt:20]=[O:21]>>[OH:1][N:2]=[CH:3][c:4]1[cH:5][c:6]([C:7](=[O:8])[O:9][CH3:10])[cH:11][c:12]([NH2:14])[cH:13]1. Product: COC(=O)c1cc(N)cc(C=NO)c1. Starting materials: CCO, COC(=O)c1cc(C=NO)cc([N+](=O)[O-])c1, O=[Pt]. The reactants are O=C(O)c1cccc(-c2ccccc2F)c1, [K+], O=[N+]([O-])[O-], O, O=S(=O)(O)O. The product is O=C(O)c1cccc(-c2cc([N+](=O)[O-])ccc2F)c1. RXN SMILES: [F:6][c:7]1[c:8](-[c:13]2[cH:14][c:15]([C:16](=[O:17])[OH:18])[cH:19][cH:20][cH:21]2)[cH:9][cH:10][cH:11][cH:12]1.[K+:1].[O-:2][N+:3]([O-:4])=[O:5].[OH2:22].[S:23](=[O:24])(=[O:25])([OH:26])[OH:27]>>[O-:2][N+:3](=[O:5])[c:10]1[cH:9][c:8](-[c:13]2[cH:14][c:15]([C:16](=[O:17])[OH:18])[cH:19][cH:20][cH:21]2)[c:7]([F:6])[cH:12][cH:11]1. The reactants are FC1=C(C=CC(=C1)[N+](=O)[O-])O (2-fluoro-4-nitrophenol), C([O-])([O-])=O.[K+].[K+] (potassium carbonate), ClC1=C2C(=NC=C1)C=C(S2)C=2SC=CN2 (7-Chloro-2-(thiazol-2-yl)thieno[3,2-b]pyridine). Solvent: CCOC(=O)C (EtOAc), O(C1=CC=CC=C1)C1=CC=CC=C1 (Ph2O). Conditions: temperature 180 celsius. The product is FC1=C(OC2=C3C(=NC=C2)C=C(S3)C=3SC=CN3)C=CC(=C1)[N+](=O)[O-] (7-(2-Fluoro-4-nitrophenoxy)-2-(thiazol-2-yl)thieno[3,2-b]pyridine). Isolated yield 66.1%. As a reaction SMILES: Cl[C:2]1[CH:7]=[CH:6][N:5]=[C:4]2[CH:8]=[C:9]([C:11]3[S:12][CH:13]=[CH:14][N:15]=3)[S:10][C:3]=12.[F:16][C:17]1[CH:22]=[C:21]([N+:23]([O-:25])=[O:24])[CH:20]=[CH:19][C:18]=1[OH:26].C(=O)([O-])[O-].[K+].[K+]>O(C1C=CC=CC=1)C1C=CC=CC=1.CCOC(C)=O>[F:16][C:17]1[CH:22]=[C:21]([N+:23]([O-:25])=[O:24])[CH:20]=[CH:19][C:18]=1[O:26][C:2]1[CH:7]=[CH:6][N:5]=[C:4]2[CH:8]=[C:9]([C:11]3[S:12][CH:13]=[CH:14][N:15]=3)[S:10][C:3]=12 |f:2.3.4|. Procedure details: To a suspension of 10 (194 mg, 0.77 mmol) in Ph2O (10 mL) was added 2-fluoro-4-nitrophenol (240 mg, 1.53 mmol) and potassium carbonate (425 mg, 3.08 mmol) and the reaction mixture was heated at 180° C. for 4 hrs. The reaction mixture was cooled to room temperature and diluted with EtOAc. The resultant solution was washed with water and the organic layer was collected, dried over anhydrous sodium sulfate and filtered. The solvents were removed under reduced pressure; the residue was dissolved in ... The reactants are BrC=1C=NN(C1OC)C1=NC=C(C(=O)NCCCOC)C=C1 (6-(4-bromo-5-methoxy-1H-pyrazol-1-yl)-N-(3-methoxypropyl)nicotinamide), COC1=NC(=CC(=C1)B(O)O)C ((2-methoxy-6-methylpyridin-4-yl)boronic acid). Yields the product OC1=C(C=NN1C1=NC=C(C(=O)NCCCOC)C=C1)C1=CC(=NC(=C1)C)OC (6-(5-hydroxy-4-(2-methoxy-6-methylpyridin-4-yl)-1H-pyrazol-1-yl)-N-(3-methoxypropyl)nicotinamide). RXN SMILES: Br[C:2]1[CH:3]=[N:4][N:5]([C:9]2[CH:22]=[CH:21][C:12]([C:13]([NH:15][CH2:16][CH2:17][CH2:18][O:19][CH3:20])=[O:14])=[CH:11][N:10]=2)[C:6]=1[O:7]C.[CH3:23][O:24][C:25]1[CH:30]=[C:29](B(O)O)[CH:28]=[C:27]([CH3:34])[N:26]=1>>[OH:7][C:6]1[N:5]([C:9]2[CH:22]=[CH:21][C:12]([C:13]([NH:15][CH2:16][CH2:17][CH2:18][O:19][CH3:20])=[O:14])=[CH:11][N:10]=2)[N:4]=[CH:3][C:2]=1[C:29]1[CH:28]=[C:27]([CH3:34])[N:26]=[C:25]([O:24][CH3:23])[CH:30]=1. Reported procedure: The title compound was prepared in a manner similar to Example 212 using 6-(4-bromo-5-methoxy-1H-pyrazol-1-yl)-N-(3-methoxypropyl)nicotinamide and (2-methoxy-6-methylpyridin-4-yl)boronic acid. 1H NMR (400 MHz, DMSO-d6) δ ppm 1.71 (quin, J=6.6 Hz, 2H) 2.30 (s, 3H) 3.18 (s, 3H) 3.22-3.30 (m, 2H) 3.32 (t, J=6.3 Hz, 2H) 3.79 (s, 3H) 7.16 (br. s., 1H) 7.31 (br. s., 1H) 8.31 (br. s., 1H) 8.33-8.53 (m, 2H) 8.61 (br. s., 1H) 8.82 (s, 1H) 13.35 (br. s., 1H). MS m/z 398 [M+H]+. The reactants are C1(=CC=CC=C1)P(C1=C(C2=CC=CC=C2C=C1)C1=C(C=CC2=CC=CC=C12)P(C1=CC=CC=C1)C1=CC=CC=C1)C1=CC=CC=C1 (2,2′-bis(diphenylphosphino)-1,1′-binaphthyl), C([O-])([O-])=O.[Cs+].[Cs+] (cesium carbonate), CN1[C@H](CNC[C@H]1C)C (cis-1,2,6-trimethylpiperazine), C(C)(=O)N1CCC2=CC(=C(C=C12)Br)OC (1-Acetyl-6-bromo-5-methoxyindoline). The reagents and catalysts are C(C)(=O)[O-].[Pd+2].C(C)(=O)[O-] (palladium (II) acetate). The product is C(C)(=O)N1CCC2=CC(=C(C=C12)N1C[C@H](N([C@H](C1)C)C)C)OC (cis-1-Acetyl-5-methoxy-6-(3,4,5-trimethylpiperazin-1-yl)indoline). The yield is 22.9%. As a reaction SMILES: C1(P(C2C=CC=CC=2)C2C=CC3C(=CC=CC=3)C=2C2C3C(=CC=CC=3)C=CC=2P(C2C=CC=CC=2)C2C=CC=CC=2)C=CC=CC=1.C(=O)([O-])[O-].[Cs+].[Cs+].[C:53]([N:56]1[C:64]2[C:59](=[CH:60][C:61]([O:66][CH3:67])=[C:62](Br)[CH:63]=2)[CH2:58][CH2:57]1)(=[O:55])[CH3:54].[CH3:68][N:69]1[C@H:74]([CH3:75])[CH2:73][NH:72][CH2:71][C@@H:70]1[CH3:76]>C([O-])(=O)C.[Pd+2].C([O-])(=O)C>[C:53]([N:56]1[C:64]2[C:59](=[CH:60][C:61]([O:66][CH3:67])=[C:62]([N:72]3[CH2:73][C@H:74]([CH3:75])[N:69]([CH3:68])[C@H:70]([CH3:76])[CH2:71]3)[CH:63]=2)[CH2:58][CH2:57]1)(=[O:55])[CH3:54] |f:1.2.3,6.7.8|. Procedure: A mixture of palladium (II) acetate (500 mg), 2,2′-bis(diphenylphosphino)-1,1′-binaphthyl (2.0 g) and cesium carbonate (10.3 g) in dry degassed 1,4-dioxane (120 ml) under argon was sonicated at 28° C. for 0.5 h producing a pink heterogeneous mixture. This was treated with D1 (6.0 g, 22 mmole) followed by cis-1,2,6-trimethylpiperazine (J. Med. Chem. 1968, 11, 592; 4.8 g, 38 mmole) and heated with rapid stirring at reflux for 70 h. The mixture was allowed to cool, filtered, then concentrated under...